Dataset: the Open Reaction Database (ORD), a public repository of structured organic reaction records. Task: describe an organic reaction: reactants, conditions, products, and yield Starting materials: N#Cc1ccc2oc(C(=O)O)cc2c1, CC(C)(C)OC(=O)CCC1CCC(N)CC1. Product: CC(C)(C)OC(=O)CCC1CCC(NC(=O)c2cc3cc(C#N)ccc3o2)CC1. RXN SMILES: [C:1](#[N:2])[c:3]1[cH:4][cH:5][c:6]2[c:7]([cH:8][c:9]([C:11](=[O:12])[OH:13])[o:10]2)[cH:14]1.[NH2:15][CH:16]1[CH2:17][CH2:18][CH:19]([CH2:22][CH2:23][C:24](=[O:25])[O:26][C:27]([CH3:28])([CH3:29])[CH3:30])[CH2:20][CH2:21]1>>[C:1](#[N:2])[c:3]1[cH:4][cH:5][c:6]2[c:7]([cH:8][c:9]([C:11](=[O:13])[NH:15][CH:16]3[CH2:17][CH2:18][CH:19]([CH2:22][CH2:23][C:24](=[O:25])[O:26][C:27]([CH3:28])([CH3:29])[CH3:30])[CH2:20][CH2:21]3)[o:10]2)[cH:14]1. Starting materials: CC1=NC2=C(N1)C=CC(=C2)C(=O)O (2-Methyl-1H-benzimidazole-5-carboxylic acid), Cl (hydrogen chloride), CO (methanol). Product: CC1=NC2=C(N1)C=CC(=C2)C(=O)OC (Methyl 2-methyl-1H-benzimidazole-5-carboxylate). As a reaction SMILES: [CH3:1][C:2]1[NH:6][C:5]2[CH:7]=[CH:8][C:9]([C:11]([OH:13])=[O:12])=[CH:10][C:4]=2[N:3]=1.Cl.[CH3:15]O>>[CH3:1][C:2]1[NH:6][C:5]2[CH:7]=[CH:8][C:9]([C:11]([O:13][CH3:15])=[O:12])=[CH:10][C:4]=2[N:3]=1. Procedure details: 46.6 g (0.202 mol) of 18a are reacted with methanol and gaseous hydrogen chloride in analogy to Example 14b. The reactants are C(C)(=O)N1C(C(C2=CC=C(C=C12)C(=O)OC)=C(C1=CC=CC=C1)OCC)=O (1-acetyl-3-(1-ethoxy-1-phenylmethylene)-6-methoxycarbonyl-2-indolinone), CN(CCN(C(C)=O)C1=C(C=C(N)C=C1)N)C (4-(N-(2-dimethylamino-ethyl)-N-acetyl-amino)-3-amino-aniline). The product is CN(CCN(C(C)=O)C1=C(C=C(N\C(\C2=CC=CC=C2)=C\2/C(NC3=CC(=CC=C23)C(=O)OC)=O)C=C1)N)C (3-Z-[1-(4-(N-(2-dimethylamino-ethyl)-N-acetyl-amino)-3-amino-anilino)-1-phenyl-methylene]-6-methoxycarbonyl-2-indolinone). As a reaction SMILES: C([N:4]1[C:12]2[C:7](=[CH:8][CH:9]=[C:10]([C:13]([O:15][CH3:16])=[O:14])[CH:11]=2)[C:6](=[C:17](OCC)[C:18]2[CH:23]=[CH:22][CH:21]=[CH:20][CH:19]=2)[C:5]1=[O:27])(=O)C.[CH3:28][N:29]([CH3:44])[CH2:30][CH2:31][N:32]([C:36]1[CH:42]=[CH:41][C:39]([NH2:40])=[CH:38][C:37]=1[NH2:43])[C:33](=[O:35])[CH3:34]>>[CH3:44][N:29]([CH3:28])[CH2:30][CH2:31][N:32]([C:36]1[CH:42]=[CH:41][C:39]([NH:40]/[C:17](=[C:6]2\[C:5](=[O:27])[NH:4][C:12]3[C:7]\2=[CH:8][CH:9]=[C:10]([C:13]([O:15][CH3:16])=[O:14])[CH:11]=3)/[C:18]2[CH:23]=[CH:22][CH:21]=[CH:20][CH:19]=2)=[CH:38][C:37]=1[NH2:43])[C:33](=[O:35])[CH3:34]. Reported procedure: Prepared from 1-acetyl-3-(1-ethoxy-1-phenylmethylene)-6-methoxycarbonyl-2-indolinone and 4-(N-(2-dimethylamino-ethyl)-N-acetyl-amino)-3-amino-aniline Rf value: 0.5 (aluminium oxide, methylene chloride/methanol=20:1) C29H31N5O4